From a dataset of the Open Reaction Database (ORD), a public repository of structured organic reaction records. describe an organic reaction: reactants, conditions, products, and yield The reactants are OC=1C=C2C(C(NC2=CC1)=O)=CC1=CC=NC2=CC=CC=C12 (5-hydroxy-3-(quinol-4-ylmethylene)-2-oxindole), P(O)(O)(O)=O (phosphoric acid), O=P12OP3(=O)OP(=O)(O1)OP(=O)(O2)O3 (phosphorous pentoxide). Conditions: temperature 60 celsius. Yields the product P(=O)(O)(O)OC=1C=C2C(C(NC2=CC1)=O)=CC1=CC=NC2=CC=CC=C12 (5-phosphonooxy-3-(quinol-4-ylmethylene)-2-oxindole). The yield is 50.0%. RXN SMILES: [OH:1][C:2]1[CH:3]=[C:4]2[C:8](=[CH:9][CH:10]=1)[NH:7][C:6](=[O:11])[C:5]2=[CH:12][C:13]1[C:22]2[C:17](=[CH:18][CH:19]=[CH:20][CH:21]=2)[N:16]=[CH:15][CH:14]=1.[P:23](=O)([OH:26])([OH:25])[OH:24].O=P12OP3(OP(OP(O3)(O1)=O)(=O)O2)=O>>[P:23]([O:1][C:2]1[CH:3]=[C:4]2[C:8](=[CH:9][CH:10]=1)[NH:7][C:6](=[O:11])[C:5]2=[CH:12][C:13]1[C:22]2[C:17](=[CH:18][CH:19]=[CH:20][CH:21]=2)[N:16]=[CH:15][CH:14]=1)([OH:26])([OH:25])=[O:24]. Procedure details: A mixture of 5-hydroxy-3-(quinol-4-ylmethylene)-2-oxindole (2.883 g, 10 mmol) and phosphoric acid 85% (13 g) and phosphorous pentoxide (10 g) was heated for 2 h at 60° C. The usual work-up gave the title compound in about 50% yield. The reactants are OC1=CC=C(C(=O)N(C2=C(C=CC(=C2)OC)C2CC=3C=CC(=CC3CC2)OC(C(C)(C)C)=O)C(C)C)C=C1 (pivalic acid 6-{2-[(4-hydroxybenzoyl)isopropylamino]-4-methoxyphenyl}-5,6,7,8-tetrahydronaphthalen-2-yl ester), ClCC(=O)N1CCC(CC1)C (2-chloro-1-(4-methylpiperidin-1-yl)ethanone). The product is C(C)(C)N(C1=C(C=CC(=C1)OC)C1CC=2C=CC(=CC2CC1)O)CC1=CC=C(C=C1)OCCN1CCC(CC1)C (6-{2-{Isopropyl{4-[2-(4-methylpiperidin-1-yl)ethoxy]benzyl]amino}-4-methoxyphenyl}-5,6,7,8-tetrahydronaphthalen-2-ol). Yield: 66.5%. As a reaction SMILES: [OH:1][C:2]1[CH:38]=[CH:37][C:5]([C:6]([N:8]([CH:34]([CH3:36])[CH3:35])[C:9]2[CH:14]=[C:13]([O:15][CH3:16])[CH:12]=[CH:11][C:10]=2[CH:17]2[CH2:26][CH2:25][C:24]3[CH:23]=[C:22]([O:27]C(=O)C(C)(C)C)[CH:21]=[CH:20][C:19]=3[CH2:18]2)=O)=[CH:4][CH:3]=1.Cl[CH2:40][C:41]([N:43]1[CH2:48][CH2:47][CH:46]([CH3:49])[CH2:45][CH2:44]1)=O>>[CH:34]([N:8]([CH2:6][C:5]1[CH:4]=[CH:3][C:2]([O:1][CH2:40][CH2:41][N:43]2[CH2:48][CH2:47][CH:46]([CH3:49])[CH2:45][CH2:44]2)=[CH:38][CH:37]=1)[C:9]1[CH:14]=[C:13]([O:15][CH3:16])[CH:12]=[CH:11][C:10]=1[CH:17]1[CH2:26][CH2:25][C:20]2[CH:21]=[C:22]([OH:27])[CH:23]=[CH:24][C:19]=2[CH2:18]1)([CH3:35])[CH3:36]. Procedure details: Synthesized from pivalic acid 6-{2-[(4-hydroxybenzoyl)isopropylamino]-4-methoxyphenyl}-5,6,7,8-tetrahydronaphthalen-2-yl ester (30 mg) and 2-chloro-1-(4-methylpiperidin-1-yl)ethanone (21 mg) according to an analogous synthetic method to Example 404 and purified by LC-MS, the title compound (21 mg) was obtained. Starting materials: ClCl (chlorine), C25H29ClN4O2, CC=1C=C(C(=O)O)C=CC1C(=O)N1CCCC1 (3-methyl-4-(pyrrolidin-1-ylcarbonyl)benzoic acid), CN(C)C(=[N+](C)C)ON1C2=C(C=CC=C2)N=N1.[B-](F)(F)(F)F (TBTU), C(C)(C)N(CC)C(C)C (diisopropylethylamine), ClC1=CC2=C(NC(=N2)[C@H](C(C)(C)C)N)C=C1 ((1S)-1-(5-chloro-1H-benzimidazol-2-yl)-2,2-dimethylpropylamine). The solvent is C(C)(=O)OCC (ethyl acetate), O1CCCC1 (tetrahydrofuran). The product is ClC1=CC2=C(NC(=N2)[C@H](C(C)(C)C)NC(C2=CC(=C(C=C2)C(=O)N2CCCC2)C)=O)C=C1 (N-[(1S)-1-(5-chloro-1H-benzimidazol-2-yl)-2,2-dimethylpropyl]-3-methyl-4-(pyrrolidin-1-ylcarbonyl)benzamide). Yield: 21.0%. As a reaction SMILES: [CH3:1][C:2]1[CH:3]=[C:4]([CH:8]=[CH:9][C:10]=1[C:11]([N:13]1[CH2:17][CH2:16][CH2:15][CH2:14]1)=[O:12])[C:5]([OH:7])=O.CN(C(ON1N=NC2C=CC=CC1=2)=[N+](C)C)C.[B-](F)(F)(F)F.C(N(C(C)C)CC)(C)C.[Cl:49][C:50]1[CH:64]=[CH:63][C:53]2[NH:54][C:55]([C@@H:57]([NH2:62])[C:58]([CH3:61])([CH3:60])[CH3:59])=[N:56][C:52]=2[CH:51]=1.ClCl>O1CCCC1.C(OCC)(=O)C>[Cl:49][C:50]1[CH:64]=[CH:63][C:53]2[NH:54][C:55]([C@@H:57]([NH:62][C:5](=[O:7])[C:4]3[CH:8]=[CH:9][C:10]([C:11]([N:13]4[CH2:17][CH2:16][CH2:15][CH2:14]4)=[O:12])=[C:2]([CH3:1])[CH:3]=3)[C:58]([CH3:60])([CH3:61])[CH3:59])=[N:56][C:52]=2[CH:51]=1 |f:1.2|. Procedure: Prepared analogously to Example 1g from 3-methyl-4-(pyrrolidin-1-ylcarbonyl)benzoic acid, TBTU, diisopropylethylamine, and (1S)-1-(5-chloro-1H-benzimidazol-2-yl)-2,2-dimethylpropylamine in tetrahydrofuran. Yield: 21%; Rfvalue: 0.18 (silica gel; ethyl acetate); C25H29ClN4O2 (452.98); mass spectrum: (M+H)+=453/455 (chlorine isotope).